Task: describe an organic reaction: reactants, conditions, products, and yield. Dataset: the Open Reaction Database (ORD), a public repository of structured organic reaction records The reactants are C(CCCCCC#C)(=O)O (oct-7-ynoic acid), C(C)(C)(C)C1(COC1)CO (3-t-butyl-3-hydroxymethyloxetane). The product is C(C)(C)(C)C12COC(OC1)(OC2)CCCCCC#C (4-t-Butyl-1-(hept-6-ynyl)-2,6,7-trioxabicyclo[2.2.2]octane). Reaction SMILES: [C:1]([OH:10])(=[O:9])[CH2:2][CH2:3][CH2:4][CH2:5][CH2:6][C:7]#[CH:8].[C:11]([C:15]1([CH2:19]O)[CH2:18][O:17][CH2:16]1)([CH3:14])([CH3:13])[CH3:12]>>[C:11]([C:15]12[CH2:16][O:17][C:1]([CH2:2][CH2:3][CH2:4][CH2:5][CH2:6][C:7]#[CH:8])([O:10][CH2:19]1)[O:9][CH2:18]2)([CH3:14])([CH3:13])[CH3:12]. Procedure: 4-t-Butyl-1-(hept-6-ynyl)-2,6,7-trioxabicyclo[2.2.2]octane was prepared from oct-7-ynoic acid and 3-t-butyl-3-hydroxymethyloxetane using methodology described in Example I. Reactants: COC(C1=CC(=C(C(=C1)S(N)(=O)=O)OC1=CC=C(C=C1)C)[N+](=O)[O-])=O (3-nitro-4-(4'-methylphenoxy)-5-sulphamoylbenzoic acid methyl ester), [H][H] (hydrogen). The reagents and catalysts are [Ni] (Raney nickel). The solvent is C(C)(=O)OCC (ethyl acetate). The product is COC(C1=CC(=C(C(=C1)S(N)(=O)=O)OC1=CC=C(C=C1)C)N)=O (3-Amino-4-(4'-methylphenoxy)-5-sulphamoylbenzoic acid methyl ester). RXN SMILES: [CH3:1][O:2][C:3](=[O:25])[C:4]1[CH:9]=[C:8]([S:10](=[O:13])(=[O:12])[NH2:11])[C:7]([O:14][C:15]2[CH:20]=[CH:19][C:18]([CH3:21])=[CH:17][CH:16]=2)=[C:6]([N+:22]([O-])=O)[CH:5]=1.[H][H]>C(OCC)(=O)C.[Ni]>[CH3:1][O:2][C:3](=[O:25])[C:4]1[CH:9]=[C:8]([S:10](=[O:13])(=[O:12])[NH2:11])[C:7]([O:14][C:15]2[CH:20]=[CH:19][C:18]([CH3:21])=[CH:17][CH:16]=2)=[C:6]([NH2:22])[CH:5]=1. Reported procedure: 45 g of 3-nitro-4-(4'-methylphenoxy)-5-sulphamoylbenzoic acid methyl ester are suspended in 150 ml of ethyl acetate and hydrogenated for 5 hours with Raney nickel at 50° C and a hydrogen pressure of 100 atmospheres gauge. After cooling, the Raney nickel is separated and the solution is concentrated to dryness. The 3-amino-4-(4'-methylphenoxy)-4-sulphamoylbenzoic acid methyl ester is recrystallised from methanol/H2O. Crystals melting at 183°-185° C. Reactants: N(CCO)CCO (diethanolamine), FC1=CC=C(CCl)C=C1 (4-fluoro-benzyl chloride). Yields the product FC1=CC=C(CN(CCO)CCO)C=C1 (2-[(4-Fluoro-benzyl)-(2-hydroxy-ethyl)-amino]-ethanol). As a reaction SMILES: [NH:1]([CH2:5][CH2:6][OH:7])[CH2:2][CH2:3][OH:4].[F:8][C:9]1[CH:16]=[CH:15][C:12]([CH2:13]Cl)=[CH:11][CH:10]=1>>[F:8][C:9]1[CH:16]=[CH:15][C:12]([CH2:13][N:1]([CH2:5][CH2:6][OH:7])[CH2:2][CH2:3][OH:4])=[CH:11][CH:10]=1. Reported procedure: 2-[(4-Fluoro-benzyl)-(2-hydroxy-ethyl)-amino]-ethanol was prepared according to the general method as outlined in Example 1 (Step 4). Starting from diethanolamine (15.7 g, 150 mmol), and 4-fluoro-benzyl chloride (14.4 g, 100 mmol) 20 g of the product was isolated. Yield 20 g, (93%%); yellow oil; MS: 215 M+H)+ The reactants are COC(=O)Cl, ClCCl, [K+], [K+], Cc1ccc2c(c1)c(-c1ccc(F)cc1)cn2C1CCN(CCN)CC1, O=C([O-])[O-]. Product: COC(=O)NCCN1CCC(n2cc(-c3ccc(F)cc3)c3cc(C)ccc32)CC1. RXN SMILES: [Cl:33][C:34](=[O:35])[O:36][CH3:37].[Cl:38][CH2:39][Cl:40].[K+:27].[K+:28].[NH2:1][CH2:2][CH2:3][N:4]1[CH2:5][CH2:6][CH:7]([n:10]2[cH:11][c:12](-[c:20]3[cH:21][cH:22][c:23]([F:26])[cH:24][cH:25]3)[c:13]3[cH:14][c:15]([CH3:19])[cH:16][cH:17][c:18]23)[CH2:8][CH2:9]1.[O-:29][C:30]([O-:31])=[O:32]>>[NH:1]([CH2:2][CH2:3][N:4]1[CH2:5][CH2:6][CH:7]([n:10]2[cH:11][c:12](-[c:20]3[cH:21][cH:22][c:23]([F:26])[cH:24][cH:25]3)[c:13]3[cH:14][c:15]([CH3:19])[cH:16][cH:17][c:18]23)[CH2:8][CH2:9]1)[C:34](=[O:35])[O:36][CH3:37]. The reactants are CS(C)=O, CCN(C(C)C)C(C)C, ClCCl, [Na+], O=C([O-])O, CC(C)(C)OC(=O)N1CCOC(CCO)(c2ccccc2)C1. The product is CC(C)(C)OC(=O)N1CCOC(CC=O)(c2ccccc2)C1. As a reaction SMILES: [CH3:23][S:24](=[O:25])[CH3:26].[CH:27]([N:28]([CH:29]([CH3:30])[CH3:31])[CH2:32][CH3:33])([CH3:34])[CH3:35].[Cl:41][CH2:42][Cl:43].[Na+:40].[O-:36][C:37]([OH:38])=[O:39].[OH:1][CH2:2][CH2:3][C:4]1([c:17]2[cH:18][cH:19][cH:20][cH:21][cH:22]2)[O:5][CH2:6][CH2:7][N:8]([C:10](=[O:11])[O:12][C:13]([CH3:14])([CH3:15])[CH3:16])[CH2:9]1>>[O:1]=[CH:2][CH2:3][C:4]1([c:17]2[cH:18][cH:19][cH:20][cH:21][cH:22]2)[O:5][CH2:6][CH2:7][N:8]([C:10](=[O:11])[O:12][C:13]([CH3:14])([CH3:15])[CH3:16])[CH2:9]1.